Dataset: the Open Reaction Database (ORD), a public repository of structured organic reaction records. Task: describe an organic reaction: reactants, conditions, products, and yield The reactants are ClC1=NC=C(C=C1C(=O)N[C@@H](C)C1=CC=C(C(=O)OC)C=C1)Cl (Methyl 4-((1S)-1-{[(2,5-dichloropyridin-3-yl)carbonyl]amino}ethyl)benzoate), ClC=1C=C(C=C(C1)C)O (3-chloro-5-methylphenol). Product: ClC=1C=C(C(=NC1)OC1=CC(=CC(=C1)C)Cl)C(=O)N[C@@H](C)C1=CC=C(C(=O)OC)C=C1 (Methyl 4-[(1S)-1-({[5-chloro-2-(3-chloro-5-methylphenoxy)pyridin-3-yl]carbonyl}amino)ethyl]benzoate). As a reaction SMILES: Cl[C:2]1[C:7]([C:8]([NH:10][C@H:11]([C:13]2[CH:22]=[CH:21][C:16]([C:17]([O:19][CH3:20])=[O:18])=[CH:15][CH:14]=2)[CH3:12])=[O:9])=[CH:6][C:5]([Cl:23])=[CH:4][N:3]=1.[Cl:24][C:25]1[CH:26]=[C:27]([OH:32])[CH:28]=[C:29]([CH3:31])[CH:30]=1>>[Cl:23][C:5]1[CH:6]=[C:7]([C:8]([NH:10][C@H:11]([C:13]2[CH:22]=[CH:21][C:16]([C:17]([O:19][CH3:20])=[O:18])=[CH:15][CH:14]=2)[CH3:12])=[O:9])[C:2]([O:32][C:27]2[CH:28]=[C:29]([CH3:31])[CH:30]=[C:25]([Cl:24])[CH:26]=2)=[N:3][CH:4]=1. Procedure: The title compound was prepared according to the procedure described in step 2 of Example 45 from methyl 4-((1S)-1-{[(2,5-dichloropyridin-3-yl)carbonyl]amino}ethyl)benzoate (step 1 of Example 48) and 3-chloro-5-methylphenol (J. Org. Chem. 1996, 61, 6814): 1H-NMR (CDCl3) δ 8.54 (1H, d, J=2.8 Hz), 8.15 (1H, d, J=2.6 Hz), 8.01 (3H, m), 7.42 (2H, d, J=8.1 Hz), 7.12 (1H, m), 6.97 (1H, m), 6.85 (1H, m), 5.36 (1H, m), 3.91 (3H, s), 2.38 (3H, s), 1.59 (3H, d, J=7.5 Hz). Starting materials: CNC1=CC=CC=C1 (N-methylaniline), CCCCCC (hexane), [Li+].CCC[CH2-] (N-butyllithium), C(CCCCCCCCCCCCCCCCC)Br (octadecylbromide), Cl (hydrochloric acid). RXN SMILES: [CH3:1][NH:2][C:3]1[CH:8]=[CH:7][CH:6]=[CH:5][CH:4]=1.CCCCCC.[Li+].CCC[CH2-].[CH2:20](Br)[CH2:21][CH2:22][CH2:23][CH2:24][CH2:25][CH2:26][CH2:27][CH2:28][CH2:29][CH2:30][CH2:31][CH2:32][CH2:33][CH2:34][CH2:35][CH2:36][CH3:37].Cl>O>[CH3:1][N:2]([CH2:37][CH2:36][CH2:35][CH2:34][CH2:33][CH2:32][CH2:31][CH2:30][CH2:29][CH2:28][CH2:27][CH2:26][CH2:25][CH2:24][CH2:23][CH2:22][CH2:21][CH3:20])[C:3]1[CH:8]=[CH:7][CH:6]=[CH:5][CH:4]=1 |f:2.3|. Yields the product CN(C1=CC=CC=C1)CCCCCCCCCCCCCCCCCC (N-methyloctadecylaniline). Run at time 15 minute. Reported procedure: Add 23.6 g (0.22 mol) N-methylaniline into 92 g (0.2 mol) 14% hexane solution of N-butyllithium and stir it for 10-20 minutes. Drop 33.3 g (0.1 mol) octadecylbromide into the above solution, while stirring it. Add 200 ml water into the solution, after heating and refluxing the solution for about 17 hours and cooling it down to room temperature. Add 6N hydrochloric acid to the solution after concentrating the solution extracted by 300 ml diethyl ether and deposit it. 32.3 g (0.09 mol) N, N-methyl... The solvent is O (water). Reactants: N(N)C1=NC=C(C=C1F)Cl (2-hydrazino-3-fluoro-5-chloropyridine). The reagents and catalysts are [Ni] (Raney nickel). Solvent: CO (methanol). Reaction conditions: time 12 hour. The product is NC1=NC=C(C=C1F)Cl (2-amino-3-fluoro-5-chloropyridine). Isolated yield 87.0%. RXN SMILES: [NH:1]([C:3]1[C:8]([F:9])=[CH:7][C:6]([Cl:10])=[CH:5][N:4]=1)N>[Ni].CO>[NH2:1][C:3]1[C:8]([F:9])=[CH:7][C:6]([Cl:10])=[CH:5][N:4]=1. Procedure: Charged in a hydrogenation reactor were 100 ml of methanol, 16.1 g of the compound obtained in Step 4 and 8.13 g of Raney nickel catalyst, and H2 gas was introduced therein. The reactor was kept at room temperature for 12 hours, and the reaction mixture was filtered through Cellite® to remove the catalyst. The filtrate was concentrated under a reduced pressure to obtain 12.7 g of the title compound as a solid (purity: 98.5%). Reactants: O=Cc1cccc(Br)n1, ClCCl, OC1CCCNC1. The product is OC1CCCN(Cc2cccc(Br)n2)C1. Reaction SMILES: [Br:1][c:2]1[cH:3][cH:4][cH:5][c:6]([CH:8]=[O:9])[n:7]1.[Cl:17][CH2:18][Cl:19].[OH:10][CH:11]1[CH2:12][NH:13][CH2:14][CH2:15][CH2:16]1>>[Br:1][c:2]1[cH:3][cH:4][cH:5][c:6]([CH2:8][N:13]2[CH2:12][CH:11]([OH:10])[CH2:16][CH2:15][CH2:14]2)[n:7]1. Starting materials: [BH4-], ClCCl, CO, Fc1ccc(C=NC2CCCC2)cc1, [Na+], O. Product: Fc1ccc(CNC2CCCC2)cc1. As a reaction SMILES: [BH4-:3].[CH2:20]([Cl:21])[Cl:22].[CH3:1][OH:2].[CH:5]1([N:10]=[CH:11][c:12]2[cH:13][cH:14][c:15]([F:18])[cH:16][cH:17]2)[CH2:6][CH2:7][CH2:8][CH2:9]1.[Na+:4].[OH2:19]>>[CH:5]1([NH:10][CH2:11][c:12]2[cH:13][cH:14][c:15]([F:18])[cH:16][cH:17]2)[CH2:6][CH2:7][CH2:8][CH2:9]1. Starting materials: C(C)(C)(C)OC(=O)N1CO[C@@]([C@@H]1C(C)C)(C(F)(F)F)O ((4S,5S)-5-Hydroxy-4-isopropyl-5-trifluoromethyl-1,3-oxazolidine-3-carboxylic acid t-butyl ester), [BH4-].[Na+] (sodium borohydride). The solvent is CO (methanol), [Cl-].[Na+].O (brine). Conditions: time 8 hour. Product: C(C)(C)(C)OC(N[C@H]([C@@H](C(F)(F)F)O)C(C)C)=O (N-[(1S,2S)-3,3,3-Trifluoro-2-hydroxy-1-(isopropyl)-propyl]carbamic Acid t-Butyl Ester). Isolated yield 51.6%. As a reaction SMILES: [C:1]([O:5][C:6]([N:8]1[C@@H:12]([CH:13]([CH3:15])[CH3:14])[C@@:11](O)([C:16]([F:19])([F:18])[F:17])[O:10]C1)=[O:7])([CH3:4])([CH3:3])[CH3:2].[BH4-].[Na+]>CO.[Cl-].[Na+].O>[C:1]([O:5][C:6](=[O:7])[NH:8][C@@H:12]([CH:13]([CH3:14])[CH3:15])[C@H:11]([OH:10])[C:16]([F:19])([F:18])[F:17])([CH3:4])([CH3:3])[CH3:2] |f:1.2,4.5.6|. Procedure: (4S,5S)-5-Hydroxy-4-isopropyl-5-trifluoromethyl-1,3-oxazolidine-3-carboxylic acid t-butyl ester (4.51 g, 0.015 mol) obtained in Example 6 was dissolved in methanol (50 ml), and thereto was slowly added sodium borohydride (500 mg, 0.013 mol) under ice-cooling, and the mixture was stirred at room temperature overnight. To the reaction solution was added saturated brine, and the mixture was extracted with ethyl acetate. The extract was dried over magnesium sulfate, and the solvent was evaporated un... The reactants are CON(C)C(=O)C1CCCCN1C(=O)OC(C)(C)C, [Li]CCCC, C1CCOC1, [Cl-], Fc1ccc(-c2ccco2)cc1, [NH4+]. Product: CC(C)(C)OC(=O)N1CCCCC1C(=O)c1ccc(-c2ccc(F)cc2)o1. RXN SMILES: [C:18]([CH3:19])([CH3:20])([CH3:21])[O:22][C:23](=[O:24])[N:25]1[CH:26]([C:31]([N:32]([O:33][CH3:34])[CH3:35])=[O:36])[CH2:27][CH2:28][CH2:29][CH2:30]1.[CH2:13]([Li:14])[CH2:15][CH2:16][CH3:17].[CH2:39]1[O:40][CH2:41][CH2:42][CH2:43]1.[Cl-:37].[F:1][c:2]1[cH:3][cH:4][c:5](-[c:8]2[o:9][cH:10][cH:11][cH:12]2)[cH:6][cH:7]1.[NH4+:38]>>[F:1][c:2]1[cH:3][cH:4][c:5](-[c:8]2[o:9][c:10]([C:31]([CH:26]3[N:25]([C:23]([O:22][C:18]([CH3:19])([CH3:20])[CH3:21])=[O:24])[CH2:30][CH2:29][CH2:28][CH2:27]3)=[O:36])[cH:11][cH:12]2)[cH:6][cH:7]1. Reactants: desired intermediate, ClCC=1C=NC=NC1 (5-chloromethylpyrimidine), C([O-])(O)=O.[Na+] (sodium bicarbonate), CN(C=O)C (dimethylformamide), FC1=C(N)C=CC(=C1)F (2,4-difluoroaniline). Solvent: ClCCl (dichloromethane), O (water). Product: FC1=C(C=CC(=C1)F)NCC=1C=NC=NC1 (5-(2,4-difluorophenylaminomethyl)pyrimidine). RXN SMILES: Cl[CH2:2][C:3]1[CH:4]=[N:5][CH:6]=[N:7][CH:8]=1.CN(C)C=O.[F:14][C:15]1[CH:21]=[C:20]([F:22])[CH:19]=[CH:18][C:16]=1[NH2:17].C(=O)(O)[O-].[Na+]>O.ClCCl>[F:14][C:15]1[CH:21]=[C:20]([F:22])[CH:19]=[CH:18][C:16]=1[NH:17][CH2:2][C:3]1[CH:4]=[N:5][CH:6]=[N:7][CH:8]=1 |f:3.4|. Procedure details: A 26.7 g. portion of 5-chloromethylpyrimidine was dissolved in 25 ml. of dimethylformamide, and 9.4 g. of 2,4-difluoroaniline was added, followed by 6.1 g. of sodium bicarbonate. The mixture was stirred for several days with gentle heating. It was then diluted with water and extracted with ethyl acetate. The organic layer was washed with water, dried over magnesium sulfate, and evaporated under vacuum to obtain 13.75 g. of oil. The oil was dissolved in dichloromethane and purified over silica ge... Starting materials: CCOC(C)=O, [Cl-], [Cl-], Oc1cccc(O)c1, OC1CCCCC1, [Zn+2]. Product: Oc1ccc(C2CCCCC2)c(O)c1. Reaction SMILES: [CH3:16][CH2:17][O:18][C:19](=[O:20])[CH3:21].[Cl-:22].[Cl-:23].[OH:1][c:2]1[cH:3][cH:4][cH:5][c:6]([OH:7])[cH:8]1.[OH:9][CH:10]1[CH2:11][CH2:12][CH2:13][CH2:14][CH2:15]1.[Zn+2:24]>>[OH:1][c:2]1[cH:3][cH:4][c:5]([CH:10]2[CH2:11][CH2:12][CH2:13][CH2:14][CH2:15]2)[c:6]([OH:7])[cH:8]1. Starting materials: nitrile, C(C)(=O)Cl (acetyl chloride), N1=CC=CC=C1 (pyridine), COC1=CC=C(C=C1)N1N=C(C2=C1C(N(CC2)C2CCN(CC2)C2=C(C=CC=C2)CNC)=O)C(=O)N (1-(4-methoxyphenyl)-6-(1-{2-[(methylamino)methyl]phenyl}-4-piperidinyl)-7-oxo-4,5,6,7-tetrahydro-1H-pyrazolo[3,4-c]pyridine-3-carboxamide). Run in C(Cl)Cl (CH2Cl2). Yields the product C(C)(=O)N(C)CC1=C(C=CC=C1)N1CCC(CC1)N1C(C2=C(CC1)C(=NN2C2=CC=C(C=C2)OC)C(=O)N)=O (6-[1-(2-{[acetyl(methyl)amino]methyl}phenyl)-4-piperidinyl]-1-(4-methoxyphenyl)-7-oxo-4,5,6,7-tetrahydro-1H-pyrazolo[3,4-c]pyridine-3-carboxamide). The yield is 10.0%. Reaction SMILES: [C:1](Cl)(=[O:3])[CH3:2].N1C=CC=CC=1.[CH3:11][O:12][C:13]1[CH:18]=[CH:17][C:16]([N:19]2[C:23]3[C:24](=[O:43])[N:25]([CH:28]4[CH2:33][CH2:32][N:31]([C:34]5[CH:39]=[CH:38][CH:37]=[CH:36][C:35]=5[CH2:40][NH:41][CH3:42])[CH2:30][CH2:29]4)[CH2:26][CH2:27][C:22]=3[C:21]([C:44]([NH2:46])=[O:45])=[N:20]2)=[CH:15][CH:14]=1>C(Cl)Cl>[C:1]([N:41]([CH2:40][C:35]1[CH:36]=[CH:37][CH:38]=[CH:39][C:34]=1[N:31]1[CH2:32][CH2:33][CH:28]([N:25]2[CH2:26][CH2:27][C:22]3[C:21]([C:44]([NH2:46])=[O:45])=[N:20][N:19]([C:16]4[CH:15]=[CH:14][C:13]([O:12][CH3:11])=[CH:18][CH:17]=4)[C:23]=3[C:24]2=[O:43])[CH2:29][CH2:30]1)[CH3:42])(=[O:3])[CH3:2]. Procedure: A solution of the product from Part H (17 mg, 0.02 mmol), acetyl chloride (0.05 mL), and pyridine (0.05 mL) in anhydrous CH2Cl2 (1 mL) was stirred at room temperature for 2 h under N2. Two products (1:5) were detected by LC/MS (ESI+): 531.6 (M+H) and 513.6 (M+H) for the amide (I-1) and the nitrile (I-2), respectively. The mixture was then concentrated in vacuo, and the residue was purified by prep LC-MS (5-98% CH3CN/H2O in a 10-min run) to obtain the product I-1, 6-[1-(2-{[acetyl(methyl)amino]me...